Dataset: the Open Reaction Database (ORD), a public repository of structured organic reaction records. Task: describe an organic reaction: reactants, conditions, products, and yield The reactants are C(CCC)C=1NC2=C(N1)C=C(C=C2)C(=O)OC (2-butyl-6-carbomethoxybenzimidazole), [H-].C(C(C)C)[Al+]CC(C)C (diisobutylaluminum hydride). The solvent is O1CCCC1 (tetrahydrofuran), C1(=CC=CC=C1)C (toluene). Conditions: time 30 minute. Product: C(CCC)C=1NC2=C(N1)C=C(C=C2)CO (2-Butyl-6-hydroxymethylbenzimidazole). Yield: 66.6%. Reaction SMILES: [CH2:1]([C:5]1[NH:6][C:7]2[CH:13]=[CH:12][C:11]([C:14](OC)=[O:15])=[CH:10][C:8]=2[N:9]=1)[CH2:2][CH2:3][CH3:4].[H-].C([Al+]CC(C)C)C(C)C>O1CCCC1.C1(C)C=CC=CC=1>[CH2:1]([C:5]1[NH:6][C:7]2[CH:13]=[CH:12][C:11]([CH2:14][OH:15])=[CH:10][C:8]=2[N:9]=1)[CH2:2][CH2:3][CH3:4] |f:1.2|. Reported procedure: A solution of 2.1 g of 2-butyl-6-carbomethoxybenzimidazole in 50 mL of tetrahydrofuran was cooled with ice. To this solution was added dropwise 18 mL of 25% diisobutylaluminum hydride (DiBAl-H) in toluene. After the addition, the reacted mixture was stirred for 30 minutes with ice cooling and then for an additional 1 hour at room temperature. The reaction mixture was cooled back down to 0° and the reaction quenched by adding 15 mL of saturated ammonium chloride (NH4Cl) solution. The mixture was ... The reactants are CN1CCc2nc(N3N=C(c4cc(F)ccc4F)SC3(CCO[Si](c3ccccc3)(c3ccccc3)C(C)(C)C)c3ccccc3)sc2C1, CC#N. Yields the product CN1CCc2nc(N3N=C(c4cc(F)ccc4F)SC3(CCO)c3ccccc3)sc2C1. Reaction SMILES: [C:1]([Si:2]([c:3]1[cH:4][cH:5][cH:38][cH:39][cH:40]1)([O:6][CH2:7][CH2:8][C:9]1([c:32]2[cH:33][cH:34][cH:35][cH:36][cH:37]2)[S:10][C:11]([c:24]2[c:25]([F:31])[cH:26][cH:27][c:28]([F:30])[cH:29]2)=[N:12][N:13]1[c:14]1[s:15][c:16]2[c:21]([n:22]1)[CH2:20][CH2:19][N:18]([CH3:23])[CH2:17]2)[c:41]1[cH:42][cH:43][cH:44][cH:45][cH:46]1)([CH3:47])([CH3:48])[CH3:49].[CH3:50][C:51]#[N:52]>>[OH:6][CH2:7][CH2:8][C:9]1([c:32]2[cH:33][cH:34][cH:35][cH:36][cH:37]2)[S:10][C:11]([c:24]2[c:25]([F:31])[cH:26][cH:27][c:28]([F:30])[cH:29]2)=[N:12][N:13]1[c:14]1[s:15][c:16]2[c:21]([n:22]1)[CH2:20][CH2:19][N:18]([CH3:23])[CH2:17]2. Starting materials: COC=1C=C(C=CC1)C1=C(C(=S)N)C=CC=C1 (3-methoxyphenylthiobenzamide), C(C(=O)Cl)(=O)Cl (oxalyl chloride), CC(=O)C (acetone), CC(=O)C (acetone). Conditions: temperature -20 celsius, time 1 hour. The product is COC=1C=C(C=CC1)C=1SC(C(N1)=O)=O (2-(3-methoxyphenyl)-1,3-thiazole -4,5-dione). As a reaction SMILES: COC1C=C([C:9]2[CH:17]=[CH:16][CH:15]=[CH:14][C:10]=2[C:11]([NH2:13])=[S:12])C=CC=1.[C:18](Cl)(=[O:22])[C:19](Cl)=[O:20].C[C:25](C)=[O:26]>>[CH3:25][O:26][C:15]1[CH:14]=[C:10]([C:11]2[S:12][C:18](=[O:22])[C:19](=[O:20])[N:13]=2)[CH:9]=[CH:17][CH:16]=1. Procedure: 7.3 g of 3-methoxyphenylthiobenzamide [preparation similar to Example 65 B)] were dissolved in 50 ml acetone and cooled to -20° C. in a nitrogen atmosphere. A solution of 4 ml oxalyl chloride in 40 ml acetone were added slowly dropwise to this solution. Then it was stirred for 1 hour at 20° C. The crystals that settled out were drawn off and the mother liquor concentrated to approximately one-third of the original volume. A further crystal fraction was obtained. In all, 5 g of 2-(3-methoxyphenyl... Reactants: C1OC=2C=C(C=CC2OC1)NC1=NC(=NC=C1F)Cl (N4-(3,4-Ethylenedioxyphenyl)-2-chloro-5-fluoro-4-pyrimidineamine), NC=1C=C(N)C=CC1 (3-aminoaniline). The solvent is CO (MeOH). Conditions: temperature 70 celsius. The product is NC=1C=C(C=CC1)NC1=NC=C(C(=N1)NC1=CC2=C(C=C1)OCCO2)F (N2-(3-aminophenyl)-N4-(3,4-ethylenedioxyphenyl)-5-fluoro-2,4-pyrimidinediamine). As a reaction SMILES: [CH2:1]1[CH2:10][O:9][C:8]2[CH:7]=[CH:6][C:5]([NH:11][C:12]3[C:17]([F:18])=[CH:16][N:15]=[C:14](Cl)[N:13]=3)=[CH:4][C:3]=2[O:2]1.[NH2:20][C:21]1[CH:22]=[C:23]([CH:25]=[CH:26][CH:27]=1)[NH2:24]>CO>[NH2:20][C:21]1[CH:22]=[C:23]([NH:24][C:14]2[N:13]=[C:12]([NH:11][C:5]3[CH:6]=[CH:7][C:8]4[O:9][CH2:10][CH2:1][O:2][C:3]=4[CH:4]=3)[C:17]([F:18])=[CH:16][N:15]=2)[CH:25]=[CH:26][CH:27]=1. Procedure: N4-(3,4-Ethylenedioxyphenyl)-2-chloro-5-fluoro-4-pyrimidineamine (50 mg, 0.18 mmol) was dissolved in dry MeOH (1 ml), to it was added 3-aminoaniline (163 mg, 1.2 mmol) and the mixture was refluxed for 4 days (70° C. oil-bath temperature). The mixture was cooled to 22° C., concentrated to dryness under reduced pressure and subjected to column chromatography on silica gel (CHCl3-Acetone, 9:1) to give N2-(3-aminophenyl)-N4-(3,4-ethylenedioxyphenyl)-5-fluoro-2,4-pyrimidinediamine. 1H NMR (CD3OD): δ ... Starting materials: NaPO4, SCCO (2-mercaptoethanol), C(CN(CC(=O)O)CC(=O)[O-])N(CC(=O)O)CC(=O)[O-].[Na+].[Na+] (Na2-EDTA), CCCCCCCCCCCCOS(=O)(=O)[O-].[Na+] (SDS), CCC(CC)COC(C1=CC=CC=C1)(C2=CC=CC=C2)C(=O)N(C)CC[NH+](C)C.[Cl-] (X-100), CC1=CC(=O)OC2=C1C=CC(=C2)O[C@H]3[C@@H]([C@H]([C@@H]([C@H](O3)C(=O)O)O)O)O (4-methylumbelliferyl-β-D-glucuronide). Run in C(=O)([O-])[O-].[Na+].[Na+] (Na2CO3). Run at time 1 hour. The product is CC1=CC(=O)OC2=C1C=CC(=C2)O (4-methylumbelliferone). As a reaction SMILES: SCCO.C(N(CC([O-])=O)CC(O)=O)CN(CC([O-])=O)CC(O)=O.[Na+].[Na+].CCCCCCCCCCCCOS([O-])(=O)=O.[Na+].CCC(COC(C(N(CC[NH+](C)C)C)=O)(C1C=CC=CC=1)C1C=CC=CC=1)CC.[Cl-].[CH3:75][C:76]1[C:82]2[CH:83]=[CH:84][C:85]([O:87][C@@H]3O[C@H](C(O)=O)[C@@H](O)[C@H](O)[C@H]3O)=[CH:86][C:81]=2[O:80][C:78](=[O:79])[CH:77]=1>C([O-])([O-])=O.[Na+].[Na+]>[CH3:75][C:76]1[C:82]2[CH:83]=[CH:84][C:85]([OH:87])=[CH:86][C:81]=2[O:80][C:78](=[O:79])[CH:77]=1 |f:1.2.3,4.5,6.7,9.10.11|. Procedure details: To evaluate the activity of various promoters, GUS fluorescence was assayed by the method of Jefferson (1987). Maturing seeds at 17 DAF were homogenized in GUS extraction buffer (50 mM NaPO4 [pH 7.0], 10 mM 2-mercaptoethanol, 10 mM Na2-EDTA, 0.1% SDS, 0.1% Triton X-100). After centrifugation, 10 μl of the supernatant was mixed with 90 μl of assay buffer containing 1 mM 4-methylumbelliferyl-β-D-glucuronide (MUG). After incubating for one hour at 37° C., 900 μl of 0.2 M Na2CO3 was added to the mix... RXN SMILES: O=O.[C:3]([C:7]1[CH:12]=[CH:11][CH:10]=[C:9]([C:13]([CH3:16])([CH3:15])[CH3:14])[C:8]=1O)([CH3:6])([CH3:5])[CH3:4].[OH-:18].[K+].[OH-:20].[Na+]>>[C:3]([C:7]1[CH:12]=[C:11]([OH:20])[CH:10]=[C:9]([C:13]([CH3:16])([CH3:15])[CH3:14])[C:8]=1[C:8]1[C:7]([C:3]([CH3:5])([CH3:4])[CH3:6])=[CH:12][C:11]([OH:18])=[CH:10][C:9]=1[C:13]([CH3:16])([CH3:15])[CH3:14])([CH3:6])([CH3:5])[CH3:4] |f:2.3,4.5|. Procedure: oxidizing the resulting reaction liquid using oxygen without isolating said 2,6-di-t-butyl phenol from the liquid in the presence of KOH or NaOH as an alkaline catalyst to produce 3,3',5,5'-tetra-t-butyl-4,4'-biphenol, Reactants: O=O (oxygen), [OH-].[Na+] (NaOH), C(C)(C)(C)C1=C(C(=CC=C1)C(C)(C)C)O (2,6-di-t-butyl phenol), [OH-].[K+] (KOH). Yields the product C(C)(C)(C)C=1C=C(C=C(C1C1=C(C=C(C=C1C(C)(C)C)O)C(C)(C)C)C(C)(C)C)O (3,3',5,5'-tetra-t-butyl-4,4'-biphenol).